Task: describe an organic reaction: reactants, conditions, products, and yield. Dataset: the Open Reaction Database (ORD), a public repository of structured organic reaction records Reactants: FC(N1C=C(C=CC1=O)C(=O)OC)F (methyl 1-(difluoromethyl)-6-oxo-1,6-dihydropyridine-3-carboxylate), O.[OH-].[Li+] (lithium hydroxide hydrate). The solvent is CO (MeOH), O (water). Conditions: time 4 hour. The product is FC(N1C=C(C=CC1=O)C(=O)O)F (1-(Difluoromethyl)-6-oxo-1,6-dihydropyridine-3-carboxylic acid). RXN SMILES: [F:1][CH:2]([F:14])[N:3]1[C:8](=[O:9])[CH:7]=[CH:6][C:5]([C:10]([O:12]C)=[O:11])=[CH:4]1.O.[OH-].[Li+]>CO.O>[F:14][CH:2]([F:1])[N:3]1[C:8](=[O:9])[CH:7]=[CH:6][C:5]([C:10]([OH:12])=[O:11])=[CH:4]1 |f:1.2.3|. Procedure details: To a solution of methyl 1-(difluoromethyl)-6-oxo-1,6-dihydropyridine-3-carboxylate (0.500 g, 2.461 mmol) in MeOH (12 mL) and water (4 mL) was added lithium hydroxide hydrate (0.207 g, 4.92 mmol, Aldrich). The resulting mixture was then stirred at room temperature for 4 h. Solvent (MeOH) was removed in vacuok, and the remaining aqueous solution was adjusted to pH=5-6 by addition of concentrated HCl. The mixture was then extracted with EtOAc (3×10 mL). The combined organic layers were dried (MgSO4... Reactants: CCCCC(=O)OCCOC(=O)ON1C(=O)CCC1=O, NC(CO)C(=O)O. Product: CCCCC(=O)OCCOC(=O)NC(CO)C(=O)O. RXN SMILES: [C:8]([CH2:9][CH2:10][CH2:11][CH3:12])(=[O:13])[O:14][CH2:15][CH2:16][O:17][C:18](=[O:19])[O:20][N:21]1[C:22](=[O:23])[CH2:24][CH2:25][C:26]1=[O:27].[NH2:1][CH:2]([CH2:3][OH:4])[C:5]([OH:6])=[O:7]>>[NH:1]([CH:2]([CH2:3][OH:4])[C:5]([OH:6])=[O:7])[C:18]([O:17][CH2:16][CH2:15][O:14][C:8]([CH2:9][CH2:10][CH2:11][CH3:12])=[O:13])=[O:19]. Reactants: O=C1CCC(N2Cc3c(OCc4ccc(CBr)cc4)cccc3C2=O)C(=O)N1, CCN(C(C)C)C(C)C, CC#N, Cc1ccc(C2CCNCC2)cc1. Product: Cc1ccc(C2CCN(Cc3ccc(COc4cccc5c4CN(C4CCC(=O)NC4=O)C5=O)cc3)CC2)cc1. RXN SMILES: [Br:1][CH2:2][c:3]1[cH:4][cH:5][c:6]([CH2:7][O:8][c:9]2[c:10]3[c:14]([cH:15][cH:16][cH:17]2)[C:13](=[O:18])[N:12]([CH:19]2[C:20](=[O:26])[NH:21][C:22](=[O:25])[CH2:23][CH2:24]2)[CH2:11]3)[cH:27][cH:28]1.[CH2:42]([N:43]([CH:44]([CH3:45])[CH3:46])[CH:47]([CH3:48])[CH3:49])[CH3:50].[CH3:51][C:52]#[N:53].[c:29]1([CH3:41])[cH:30][cH:31][c:32]([CH:35]2[CH2:36][CH2:37][NH:38][CH2:39][CH2:40]2)[cH:33][cH:34]1>>[CH2:2]([c:3]1[cH:4][cH:5][c:6]([CH2:7][O:8][c:9]2[c:10]3[c:14]([cH:15][cH:16][cH:17]2)[C:13](=[O:18])[N:12]([CH:19]2[C:20](=[O:26])[NH:21][C:22](=[O:25])[CH2:23][CH2:24]2)[CH2:11]3)[cH:27][cH:28]1)[N:38]1[CH2:37][CH2:36][CH:35]([c:32]2[cH:31][cH:30][c:29]([CH3:41])[cH:34][cH:33]2)[CH2:40][CH2:39]1. Starting materials: [H][H] (hydrogen), 49.0, C(C=C)C=1C(=NC2=CC=CC=C2C1O)C(=O)OCC (ethyl 3-allyl-4-hydroxy-quinoline-2-carboxylate). Reagents/catalysts: [Pd] (palladium-on-carbon). Run in C(C)O (ethanol). Product: 39.3, C(CC)C=1C(=NC2=CC=CC=C2C1O)C(=O)OCC (ethyl 3-n-propyl-4-hydroxyquinoline-2-carboxylate). Reaction SMILES: [CH2:1]([C:4]1[C:5]([C:15]([O:17][CH2:18][CH3:19])=[O:16])=[N:6][C:7]2[C:12]([C:13]=1[OH:14])=[CH:11][CH:10]=[CH:9][CH:8]=2)[CH:2]=[CH2:3].[H][H]>[Pd].C(O)C>[CH2:1]([C:4]1[C:5]([C:15]([O:17][CH2:18][CH3:19])=[O:16])=[N:6][C:7]2[C:12]([C:13]=1[OH:14])=[CH:11][CH:10]=[CH:9][CH:8]=2)[CH2:2][CH3:3]. Reported procedure: A solution of 49.0 parts of ethyl 3-allyl-4-hydroxy-quinoline-2-carboxylate in 600 parts of boiling ethanol was stirred for 5 minutes in 3 parts of 3% palladium-on-carbon catalyst, then filtered and the filtrate together with 5 parts of fresh catalyst was charged to a stainless steel autoclave and hydrogen added at room temperature to a pressure of 50 atmospheres. After stirring at 16 hours 1.38 moles of hydrogen had been absorbed. The reaction mixture was dissolved in hot ethanol, filtered to r... Starting materials: ( ii ), CN1C(N(CC1C(=O)OC(C)(C)C)C1=NC=CC=C1C)=O (1,1-dimethylethyl 3-methyl-1-(3-methyl-2-pyridinyl)-2-oxo-4-imidazolidinecarboxylate), C(=O)(C(F)(F)F)O.C(Cl)Cl (TFA DCM). Product: OC(=O)C(F)(F)F.CN1C(N(CC1C(=O)O)C1=NC=CC=C1C)=O (3-methyl-1-(3-methyl-2-pyridinyl)-2-oxo-4-imidazolidinecarboxylic acid TFA salt). As a reaction SMILES: [CH3:1][N:2]1[CH:6]([C:7]([O:9]C(C)(C)C)=[O:8])[CH2:5][N:4]([C:14]2[C:19]([CH3:20])=[CH:18][CH:17]=[CH:16][N:15]=2)[C:3]1=[O:21].[C:22]([OH:28])([C:24]([F:27])([F:26])[F:25])=[O:23].C(Cl)Cl>>[OH:28][C:22]([C:24]([F:27])([F:26])[F:25])=[O:23].[CH3:1][N:2]1[CH:6]([C:7]([OH:9])=[O:8])[CH2:5][N:4]([C:14]2[C:19]([CH3:20])=[CH:18][CH:17]=[CH:16][N:15]=2)[C:3]1=[O:21] |f:1.2,3.4|. Reported procedure: A solution of 1,1-dimethylethyl 3-methyl-2-oxo-4-imidazolidinecarboxylate (600 mg, 3 mmol) (prepared as described in step (iii) of Example 13, starting from (4S)-2-oxo-3-{[(phenylmethyl)oxy]carbonyl}-4-imidazolidinecarboxylic acid) and 2-bromo-3-methylpyridine (515 mg, 3 mmol) in 1,4-dioxane (20 ml) was treated with cesium carbonate (1464 mg, 4.5 mmol), Xantphos™ (130 mg, 0.225 mmol) and tris(dibenzylideneacetone)dipalladium(0) (68.6 mg, 0.075 mmol) and the mixture was heated under reflux under ... The reactants are CCO, O=[N+]([O-])c1ccc(N2CCN(c3ccncc3)CC2)cc1. Product: Nc1ccc(N2CCN(c3ccncc3)CC2)cc1. Reaction SMILES: [CH3:22][CH2:23][OH:24].[N+:1]([O-:2])(=[O:3])[c:4]1[cH:5][cH:6][c:7]([N:10]2[CH2:11][CH2:12][N:13]([c:16]3[cH:17][cH:18][n:19][cH:20][cH:21]3)[CH2:14][CH2:15]2)[cH:8][cH:9]1>>[NH2:1][c:4]1[cH:5][cH:6][c:7]([N:10]2[CH2:11][CH2:12][N:13]([c:16]3[cH:17][cH:18][n:19][cH:20][cH:21]3)[CH2:14][CH2:15]2)[cH:8][cH:9]1.